Dataset: the Open Reaction Database (ORD), a public repository of structured organic reaction records. Task: describe an organic reaction: reactants, conditions, products, and yield The reactants are [BH4-], [Br-], CCBr, CC[Mg+], Cc1cscn1, Cc1ccccc1, N#CC1(c2ccc(Cl)cc2)CCC1, Cc1csc(C(=N)C2(c3ccc(Cl)cc3)CCC2)n1, Cl, [Mg], [Na+], [Na+], C1CCOC1, [OH-], O. The product is Cc1csc(CNC2(c3ccc(Cl)cc3)CCC2)n1. RXN SMILES: [BH4-:50].[Br-:7].[CH2:12]([Br:13])[CH3:14].[CH2:8]([Mg+:9])[CH3:10].[CH3:1][c:2]1[n:3][cH:4][s:5][cH:6]1.[CH3:53][c:54]1[cH:55][cH:56][cH:57][cH:58][cH:59]1.[Cl:15][c:16]1[cH:17][cH:18][c:19]([C:22]2([C:26]#[N:27])[CH2:23][CH2:24][CH2:25]2)[cH:20][cH:21]1.[Cl:31][c:32]1[cH:33][cH:34][c:35]([C:36]2([C:42](=[NH:43])[c:44]3[s:45][cH:46][c:47]([CH3:49])[n:48]3)[CH2:37][CH2:38][CH2:39]2)[cH:40][cH:41]1.[ClH:30].[Mg:11].[Na+:29].[Na+:51].[O:60]1[CH2:61][CH2:62][CH2:63][CH2:64]1.[OH-:28].[OH2:52]>>[Cl:15][c:16]1[cH:17][cH:18][c:19]([C:22]2([NH:43][CH2:42][c:44]3[s:45][cH:46][c:47]([CH3:49])[n:48]3)[CH2:23][CH2:24][CH2:25]2)[cH:20][cH:21]1. Starting materials: C[Si](C)(C)[N-][Si](C)(C)C, CC(=O)NC1CC(C)N(C(=O)OC(C)C)c2ccc(C(F)(F)F)nc21, FC(F)(F)c1cc(CBr)cc(C(F)(F)F)c1, [Li+]. Yields the product CC(=O)N(Cc1cc(C(F)(F)F)cc(C(F)(F)F)c1)C1CC(C)N(C(=O)OC(C)C)c2ccc(C(F)(F)F)nc21. As a reaction SMILES: [CH3:42][Si:43]([CH3:44])([CH3:45])[N-:46][Si:47]([CH3:48])([CH3:49])[CH3:50].[CH:1]([CH3:2])([CH3:3])[O:4][C:5](=[O:6])[N:7]1[CH:8]([CH3:25])[CH2:9][CH:10]([NH:21][C:22]([CH3:23])=[O:24])[c:11]2[n:12][c:13]([C:17]([F:18])([F:19])[F:20])[cH:14][cH:15][c:16]21.[F:26][C:27]([c:28]1[cH:29][c:30]([CH2:31][Br:32])[cH:33][c:34]([C:36]([F:37])([F:38])[F:39])[cH:35]1)([F:40])[F:41].[Li+:51]>>[CH:1]([CH3:2])([CH3:3])[O:4][C:5](=[O:6])[N:7]1[CH:8]([CH3:25])[CH2:9][CH:10]([N:21]([C:22]([CH3:23])=[O:24])[CH2:31][c:30]2[cH:29][c:28]([C:27]([F:26])([F:40])[F:41])[cH:35][c:34]([C:36]([F:37])([F:38])[F:39])[cH:33]2)[c:11]2[n:12][c:13]([C:17]([F:18])([F:19])[F:20])[cH:14][cH:15][c:16]21. Yields the product Cc1ccc(C(=O)N(CCCN)C(c2nc3nccnc3c(=O)n2Cc2ccccc2)C(C)C)cc1. RXN SMILES: [C:11]([O:12][C:13](=[O:14])[NH:17][CH2:18][CH2:19][CH2:20][N:21]([C:22]([c:23]1[cH:24][cH:25][c:26]([CH3:29])[cH:27][cH:28]1)=[O:30])[CH:31]([CH:32]([CH3:33])[CH3:34])[c:35]1[n:36][c:37]2[n:38][cH:39][cH:40][n:41][c:42]2[c:43](=[O:52])[n:44]1[CH2:45][c:46]1[cH:47][cH:48][cH:49][cH:50][cH:51]1)([CH3:15])([CH3:16])[CH3:53].[Cl:62][CH2:63][Cl:64].[F:54][C:55]([F:56])([F:57])[C:58]([OH:59])=[O:60].[OH2:61].[c:1]1([CH3:2])[c:3]([C:4]([NH2:5])=[O:6])[cH:7][cH:8][cH:9][cH:10]1>>[NH2:17][CH2:18][CH2:19][CH2:20][N:21]([C:22]([c:23]1[cH:24][cH:25][c:26]([CH3:29])[cH:27][cH:28]1)=[O:30])[CH:31]([CH:32]([CH3:33])[CH3:34])[c:35]1[n:36][c:37]2[n:38][cH:39][cH:40][n:41][c:42]2[c:43](=[O:52])[n:44]1[CH2:45][c:46]1[cH:47][cH:48][cH:49][cH:50][cH:51]1. Starting materials: Cc1ccc(C(=O)N(CCCNC(=O)OC(C)(C)C)C(c2nc3nccnc3c(=O)n2Cc2ccccc2)C(C)C)cc1, ClCCl, O=C(O)C(F)(F)F, O, Cc1ccccc1C(N)=O. The reactants are C(C1=CC=CC=C1)N1CCC(CC1)=O (N-benzyl-4-piperidone), C(C)OP(OCC)(=O)CC1=CC=C(C=C1)C#N ((4-cyano-benzyl)-phosphonic acid diethyl ester), CN(C=O)C (dimethylformamide), C(C)O (ethanol). Run in O (water). Conditions: time 8 hour. The product is C(C1=CC=CC=C1)N1CCC(CC1)=CC1=CC=C(C#N)C=C1 (4-(1-Benzyl-piperidin-4-ylidenemethyl)-benzonitrile). Isolated yield 87.7%. As a reaction SMILES: [CH2:1]([N:8]1[CH2:13][CH2:12][C:11](=O)[CH2:10][CH2:9]1)[C:2]1[CH:7]=[CH:6][CH:5]=[CH:4][CH:3]=1.C(OP([CH2:23][C:24]1[CH:29]=[CH:28][C:27]([C:30]#[N:31])=[CH:26][CH:25]=1)(=O)OCC)C.CN(C)C=O.C(O)C>O>[CH2:1]([N:8]1[CH2:13][CH2:12][C:11](=[CH:23][C:24]2[CH:29]=[CH:28][C:27]([C:30]#[N:31])=[CH:26][CH:25]=2)[CH2:10][CH2:9]1)[C:2]1[CH:7]=[CH:6][CH:5]=[CH:4][CH:3]=1. Procedure: Under argon, to a stirred mixture of N-benzyl-4-piperidone (Aldrich) (26.0 g, 0.137 mol) and (4-cyano-benzyl)-phosphonic acid diethyl ester (36.6 g, 0.1445 mol) in dimethylformamide (260 mL) sodium hydride (60%, 7.8 g, 0.195 mol) was added at 0° C. The reaction mixture was stirred at room temperature overnight, then ethanol (10 mL) was added dropwise, the so obtained mixture was poured into water (300 mL), and extracted with diethyl ether (3×300 mL). The organic layer was dried over sodium sulfa... Reactants: ClC=1C=C(C2=CC=C(C=C2C2=NC3=CC=C(C=C3C=C2)C2=NC3=C(N2C2CCCCC2)C=CC(=C3)C(=O)O)OC)C=CC1F (2-[2-(3′-chloro-4′-fluoro-4-methoxy-biphen-2-yl)-quinolin-6-yl]-1-cyclohexyl-1H-benzoimidazole-5-carboxylic acid), COC(=O)C1=CC2=C(N(C(=N2)C=2C=C3C=CC(=NC3=CC2)C2=C(C=CC(=C2)OC)Br)C2CCCCC2)C=C1 (2-[2-(2-Bromo-5-methoxy-phenyl)-quinolin-6-yl]-1-cyclohexyl-1H-benzoimidazole-5-carboxylic acid Methyl Ester), [N+](=O)([O-])C=1C=C(C=CC1)B(O)O (3-nitrophenylboronic acid). Yields the product C1(CCCCC1)N1C(=NC2=C1C=CC(=C2)C(=O)O)C=2C=C1C=CC(=NC1=CC2)C2=CC(=CC=C2C2=CC(=CC=C2)[N+](=O)[O-])OC (1-cyclohexyl-2-[2-(4-methoxy-3′-nitro-biphen-2-yl)-quinolin-6-yl]-1H-benzoimidazole-5-carboxylic acid). The yield is 7.0%. Reported procedure: Following the full procedure and workup for Compound 366, Compound 365b (100 mg, 0.175 mmol) was reacted with 3-nitrophenylboronic acid (44 mg, 0.2625 mmol) to produce the title compound (7 mg, 7% yield). As a reaction SMILES: ClC1C=C(C=CC=1F)[C:5]1[C:10]([C:11]2[CH:20]=[CH:19][C:18]3[C:13](=[CH:14][CH:15]=[C:16]([C:21]4[N:25]([CH:26]5[CH2:31][CH2:30][CH2:29][CH2:28][CH2:27]5)[C:24]5[CH:32]=[CH:33][C:34]([C:36]([OH:38])=[O:37])=[CH:35][C:23]=5[N:22]=4)[CH:17]=3)[N:12]=2)=[CH:9][C:8]([O:39][CH3:40])=[CH:7][CH:6]=1.COC(C1C=CC2N(C3CCCCC3)C(C3C=C4C(=CC=3)N=C(C3C=C(OC)C=CC=3Br)C=C4)=NC=2C=1)=O.[N+:83]([C:86]1[CH:87]=[C:88](B(O)O)[CH:89]=[CH:90][CH:91]=1)([O-:85])=[O:84]>>[CH:26]1([N:25]2[C:24]3[CH:32]=[CH:33][C:34]([C:36]([OH:38])=[O:37])=[CH:35][C:23]=3[N:22]=[C:21]2[C:16]2[CH:17]=[C:18]3[C:13](=[CH:14][CH:15]=2)[N:12]=[C:11]([C:10]2[C:5]([C:88]4[CH:89]=[CH:90][CH:91]=[C:86]([N+:83]([O-:85])=[O:84])[CH:87]=4)=[CH:6][CH:7]=[C:8]([O:39][CH3:40])[CH:9]=2)[CH:20]=[CH:19]3)[CH2:27][CH2:28][CH2:29][CH2:30][CH2:31]1. Reactants: N([C@@H](CC(OC(C)(C)C)=O)C(=O)O)C(=O)OCC1C2=CC=CC=C2C2=CC=CC=C12.COC1=CC=C(C=C1)CC[NH-] (Fmoc-Asp(OtBu) 2-(4-methoxyphenyl)ethyl amide), C(=O)(C(F)(F)F)O.C(Cl)Cl (TFA CH2Cl2). Product: N([C@@H](CC(O)=O)C(=O)O)C(=O)OCC1C2=CC=CC=C2C2=CC=CC=C12.COC1=CC=C(C=C1)CC[NH-] (Fmoc-Asp 2-(4-methoxyphenyl)ethyl amide). Reaction SMILES: [NH:1]([C:14]([O:16][CH2:17][CH:18]1[C:30]2[C:25](=[CH:26][CH:27]=[CH:28][CH:29]=2)[C:24]2[C:19]1=[CH:20][CH:21]=[CH:22][CH:23]=2)=[O:15])[C@H:2]([C:11]([OH:13])=[O:12])[CH2:3][C:4](=[O:10])[O:5]C(C)(C)C.[CH3:31][O:32][C:33]1[CH:38]=[CH:37][C:36]([CH2:39][CH2:40][NH-:41])=[CH:35][CH:34]=1.C(O)(C(F)(F)F)=O.C(Cl)Cl>>[NH:1]([C:14]([O:16][CH2:17][CH:18]1[C:30]2[C:25](=[CH:26][CH:27]=[CH:28][CH:29]=2)[C:24]2[C:19]1=[CH:20][CH:21]=[CH:22][CH:23]=2)=[O:15])[C@H:2]([C:11]([OH:13])=[O:12])[CH2:3][C:4](=[O:5])[OH:10].[CH3:31][O:32][C:33]1[CH:38]=[CH:37][C:36]([CH2:39][CH2:40][NH-:41])=[CH:35][CH:34]=1 |f:0.1,2.3,4.5|. Procedure details: Fmoc-Asp(OtBu)-2-(4-methoxyphenyl)ethyl amide (5.44 g; 10 mmoles) was treated with 50% TFA/CH2Cl2 for 90 minutes at room temperature. The solvent was evaporated and the residue was triturated with ethyl ether/petroleum ether. The precipitate was dried and used without further purification. Starting materials: C(C)(=O)N1C(C2C=3C(=CC=CC13)C1C(C2)O1)C1=C(C=CC=C1)F (1-acetyl-4,5-epoxy-2-(2-fluorophenyl)-1,2,2a,3,4,5-hexahydrobenz[cd]indole), [Br-].[Mg+2].[Br-] (magnesium bromide). Solvent: C1(=CC=CC=C1)C (toluene), O (water). Product: C(C)(=O)N1C(C2C=3C(=CC=CC13)CC(C2)=O)C2=C(C=CC=C2)F (1-acetyl-2-(2-fluorophenyl)-1,2,2a,3,4,5-hexahydrobenz[cd]indol-4-one). Isolated yield 103.8%. RXN SMILES: [C:1]([N:4]1[C:12]2[CH:11]=[CH:10][CH:9]=[C:8]3[CH:13]4[O:16][CH:14]4[CH2:15][CH:6]([C:7]=23)[CH:5]1[C:17]1[CH:22]=[CH:21][CH:20]=[CH:19][C:18]=1[F:23])(=[O:3])[CH3:2].[Br-].[Mg+2].[Br-]>C1(C)C=CC=CC=1.O>[C:1]([N:4]1[C:12]2[CH:11]=[CH:10][CH:9]=[C:8]3[CH2:13][C:14](=[O:16])[CH2:15][CH:6]([C:7]=23)[CH:5]1[C:17]1[CH:22]=[CH:21][CH:20]=[CH:19][C:18]=1[F:23])(=[O:3])[CH3:2] |f:1.2.3|. Reported procedure: A portion (0.53 g) of the compound obtained in Example 250 was dissolved in anhydrous toluene (100 ml) and to the solution was added magnesium bromide etherate (5.54 g). The mixture was heated to reflux for 4 hours and allowed to cool. The reaction mixture was diluted with water and extracted twice with ethyl acetate. The organic layers were combined, washed with saturated aqueous solution of sodium chloride and dried over anhydrous sodium sulfate. Then, the solvent was distilled off under reduc... Reactants: Cl (hydrochloric acid), BrCCBr (1,2-dibromoethane), C([O-])([O-])=O.[K+].[K+] (potassium carbonate), BrC=1C(=C(C(=C(C1)OC)O)O)F (4-bromo-3-fluoro-6-methoxybenzene-1,2-diol). Solvent: CN(C)C=O (DMF). Run at temperature 80 celsius, time 6 hour. The product is BrC1=C(C2=C(OCCO2)C(=C1)OC)F (6-bromo-5-fluoro-8-methoxy-2,3-dihydrobenzo[1,4]dioxine). Isolated yield 56.2%. RXN SMILES: Br[CH2:2][CH2:3]Br.C(=O)([O-])[O-].[K+].[K+].[Br:11][C:12]1[C:13]([F:22])=[C:14]([OH:21])[C:15]([OH:20])=[C:16]([O:18][CH3:19])[CH:17]=1.Cl>CN(C=O)C>[Br:11][C:12]1[CH:17]=[C:16]([O:18][CH3:19])[C:15]2[O:20][CH2:2][CH2:3][O:21][C:14]=2[C:13]=1[F:22] |f:1.2.3|. Procedure details: After adding 830 mg of 1,2-dibromoethane and 1.4 g of potassium carbonate to a solution of 880 mg of 4-bromo-3-fluoro-6-methoxybenzene-1,2-diol in 10 ml of DMF, the mixture was stirred at 80° C. for 6 hours. Next, 1N hydrochloric acid was added to the reaction mixture and the reaction mixture was extracted with ethyl acetate. The organic layer was dried over anhydrous magnesium sulfate. The desiccating agent was filtered off and the filtrate was concentrated under reduced pressure. The residue w... The reactants are O1C(=CC=C1)C=1OC(=C(N1)COC1=CC=C(C=C1)CO)C ([4-[[2-(2-furyl)-5-methyl-4-oxazolyl]methoxy]phenyl]methanol), ClC1=NC=CC=C1C#N (2-chloro-3-cyanopyridine), CN(C=O)C (N,N-dimethylformamide), [H-].[Na+] (sodium hydride). The solvent is O (Water). Run at time 3 hour. Yields the product O1C(=CC=C1)C=1OC(=C(N1)COC1=CC=C(COC2=C(C#N)C=CC=N2)C=C1)C (2-[4-[[2-(2-furyl)-5-methyl-4-oxazolyl]methoxy]benzyloxy]nicotinonitrile). Yield: 87.1%. RXN SMILES: [O:1]1[CH:5]=[CH:4][CH:3]=[C:2]1[C:6]1[O:7][C:8]([CH3:21])=[C:9]([CH2:11][O:12][C:13]2[CH:18]=[CH:17][C:16]([CH2:19][OH:20])=[CH:15][CH:14]=2)[N:10]=1.Cl[C:23]1[C:28]([C:29]#[N:30])=[CH:27][CH:26]=[CH:25][N:24]=1.CN(C)C=O.[H-].[Na+]>O>[O:1]1[CH:5]=[CH:4][CH:3]=[C:2]1[C:6]1[O:7][C:8]([CH3:21])=[C:9]([CH2:11][O:12][C:13]2[CH:18]=[CH:17][C:16]([CH2:19][O:20][C:23]3[N:24]=[CH:25][CH:26]=[CH:27][C:28]=3[C:29]#[N:30])=[CH:15][CH:14]=2)[N:10]=1 |f:3.4|. Procedure: To a mixture of [4-[[2-(2-furyl)-5-methyl-4-oxazolyl]methoxy]phenyl]methanol (4.14 g), 2-chloro-3-cyanopyridine (1.91 g) and N,N-dimethylformamide (50 mL) was added sodium hydride (60%, oil, 0.66 g) under ice-cooling. The reaction mixture was stirred at room temperature for 3 hrs. Water was added to the reaction mixture and the mixture was extracted with ethyl acetate. The organic layer was washed with saturated brine, dried over anhydrous magnesium sulfate, and concentrated. The obtained residu...